Dataset: the Open Reaction Database (ORD), a public repository of structured organic reaction records. Task: describe an organic reaction: reactants, conditions, products, and yield The reactants are [H-].[Na+] (sodium hydride), BrCC1=NOC(=C1)C (3-bromomethyl-5-methylisoxazole), CN1[C@@H]2CN([C@H](C1)C2)C=2C=C1C(NC=NC1=CC2)=O (6-((1S,4S)-5-Methyl-2,5-diazabicyclo[2.2.1]heptan-2-yl)quinazolin-4(3H)-one). Solvent: CN(C=O)C (dimethylformamide). Reaction conditions: time 1 hour. Product: CN1[C@@H]2CN([C@H](C1)C2)C=2C=C1C(N(C=NC1=CC2)CC2=NOC(=C2)C)=O (6-((1S,4S)-5-Methyl-2,5-diazabicyclo[2.2.1]heptan-2-yl)-3-((5-methylisoxazol-3-yl)methyl)quinazolin-4(3H)-one). The yield is 66.7%. As a reaction SMILES: [CH3:1][N:2]1[CH2:7][C@@H:6]2[CH2:8][C@H:3]1[CH2:4][N:5]2[C:9]1[CH:10]=[C:11]2[C:16](=[CH:17][CH:18]=1)[N:15]=[CH:14][NH:13][C:12]2=[O:19].[H-].[Na+].Br[CH2:23][C:24]1[CH:28]=[C:27]([CH3:29])[O:26][N:25]=1>CN(C)C=O>[CH3:1][N:2]1[CH2:7][C@@H:6]2[CH2:8][C@H:3]1[CH2:4][N:5]2[C:9]1[CH:10]=[C:11]2[C:16](=[CH:17][CH:18]=1)[N:15]=[CH:14][N:13]([CH2:23][C:24]1[CH:28]=[C:27]([CH3:29])[O:26][N:25]=1)[C:12]2=[O:19] |f:1.2|. Procedure: To a solution of 6-((1S,4S)-5-Methyl-2,5-diazabicyclo[2.2.1]heptan-2-yl)quinazolin-4(3H)-one (Example 10A) (150 mg, 0.583 mmol) in dimethylformamide was cooled to 0° C. added and sodium hydride (21 mg, 0.875 mmol) was added, after 5 minutes 3-bromomethyl-5-methylisoxazole (75 mg, 0.426 mmol) was added and the reaction stirred at room temp for 1 h. The reaction was quenched with ammonium chloride and the dimethylformamide evaporated off. The residue was dissolved in 10% methanol in dichloromethan...